The task is: describe an organic reaction: reactants, conditions, products, and yield. This data is from the Open Reaction Database (ORD), a public repository of structured organic reaction records. Starting materials: C(C1=CC=CC=C1)NC(=O)C1CC(C2C(CCC=3C=CN(C23)C1)NC(C(C(C(=O)N)CCC)CC(C)C)=O)=O (N1-(2-Benzylcarbamoyl-4-oxo-1,2,4,5,6,7-hexahydro-azepino[3,2,1-hi]indol-5-yl)-2-isobutyl-3-propyl-succinamide), amine, NC1=CC=CC=C1 (aniline). The product is compound, C(C(C)C)C(C(=O)NC1CCC=2C=CN3C2C1C(CC(C3)C(NC3=CC=CC=C3)=O)=O)C(C(=O)N)CCC (2-Isobutyl-N1-(4-oxo-2-phenylcarbamoyl-1,2,4,5,6,7-hexahydro-azepino[3,2,1-hi]indol-5-yl)-3-propyl-succinamide). The yield is 38.0%. RXN SMILES: C([NH:8][C:9]([CH:11]1[CH2:23][N:21]2[C:22]3[CH:14]([CH:15]([NH:24][C:25](=[O:38])[CH:26]([CH2:34][CH:35]([CH3:37])[CH3:36])[CH:27]([CH2:31][CH2:32][CH3:33])[C:28]([NH2:30])=[O:29])[CH2:16][CH2:17][C:18]=3[CH:19]=[CH:20]2)[C:13](=[O:39])[CH2:12]1)=[O:10])C1C=CC=CC=1.N[C:41]1[CH:46]=[CH:45][CH:44]=[CH:43][CH:42]=1>>[CH2:34]([CH:26]([CH:27]([CH2:31][CH2:32][CH3:33])[C:28]([NH2:30])=[O:29])[C:25]([NH:24][CH:15]1[CH:14]2[C:13](=[O:39])[CH2:12][CH:11]([C:9](=[O:10])[NH:8][C:41]3[CH:46]=[CH:45][CH:44]=[CH:43][CH:42]=3)[CH2:23][N:21]3[C:22]2=[C:18]([CH:19]=[CH:20]3)[CH2:17][CH2:16]1)=[O:38])[CH:35]([CH3:36])[CH3:37]. Procedure details: The compound of Example 3h was synthesized in a manner similar to the synthesis of the compound of Example 3a, but using aniline as the amine in the last step. Cleavage of 50 mg of functionalized resin (0.54 mmol/g) and purification by RP-HPLC provided 4.0 mg (38%) of the title compound as a white powder. MS (M+H)+=519.4. Reactants: C1COCCO1, CNC(=O)c1ccc(N)cc1, O=C(Cl)Oc1ccccc1, [Na+], [OH-], O. Yields the product CNC(=O)c1ccc(NC(=O)Oc2ccccc2)cc1. As a reaction SMILES: [CH2:25]1[O:26][CH2:27][CH2:28][O:29][CH2:30]1.[CH3:1][NH:2][C:3](=[O:4])[c:5]1[cH:6][cH:7][c:8]([NH2:9])[cH:10][cH:11]1.[Cl:14][C:15](=[O:16])[O:17][c:18]1[cH:19][cH:20][cH:21][cH:22][cH:23]1.[Na+:13].[OH-:12].[OH2:24]>>[CH3:1][NH:2][C:3](=[O:4])[c:5]1[cH:6][cH:7][c:8]([NH:9][C:15](=[O:16])[O:17][c:18]2[cH:19][cH:20][cH:21][cH:22][cH:23]2)[cH:10][cH:11]1. Starting materials: Cl.COC([C@@H](N)CO)=O (L-serine methyl ester hydrochloride), C(C1=CC=CC=C1)=O (Benzaldehyde), [BH4-].[Na+] (NaBH4), [OH-].[Na+] (NaOH), [Na+].[Cl-] (NaCl). Run in CO (MeOH). Run at temperature 4 celsius, time 30 minute. Yields the product Cl.COC([C@@H](NCC1=CC=CC=C1)CO)=O (N-Benzyl-L-serine methyl ester hydrochloride). RXN SMILES: [ClH:1].[CH3:2][O:3][C:4](=[O:9])[C@H:5]([CH2:7][OH:8])[NH2:6].[OH-].[Na+].[Na+].[Cl-].[CH:14](=O)[C:15]1[CH:20]=[CH:19][CH:18]=[CH:17][CH:16]=1.[BH4-].[Na+]>CO>[ClH:1].[CH3:2][O:3][C:4](=[O:9])[C@H:5]([CH2:7][OH:8])[NH:6][CH2:14][C:15]1[CH:20]=[CH:19][CH:18]=[CH:17][CH:16]=1 |f:0.1,2.3,4.5,7.8,10.11|. Procedure: A solution of 20 g (0.129 mol) L-serine methyl ester hydrochloride (XXIV) in 100 mL MeOH was adjusted to pH 8 with 12.9 mL 10M NaOH thus precipitating NaCl. Benzaldehyde (15.0 g, 0.141 mol) was added and stirred well for 30 min. After cooling to 4° C., 2.43 g (0.064 mol) NaBH4 was added in parts over one hour. The reaction was then warmed to ambient temperature and stirred for another hour. Analysis by ion pair HPLC showed that aside from the desired product, identified by co-elution with materi...